Dataset: the Open Reaction Database (ORD), a public repository of structured organic reaction records. Task: describe an organic reaction: reactants, conditions, products, and yield The reactants are CCNCC, Cl, c1cc(CN2CCOCC2)ccn1, ClCc1ccncc1. The product is CCN(CC)Cc1ccncc1. As a reaction SMILES: [CH2:23]([NH:24][CH2:25][CH3:26])[CH3:27].[ClH:14].[O:1]1[CH2:2][CH2:3][N:4]([CH2:7][c:8]2[cH:9][cH:10][n:11][cH:12][cH:13]2)[CH2:5][CH2:6]1.[cH:15]1[n:16][cH:17][cH:18][c:19]([CH2:20][Cl:21])[cH:22]1>>[CH3:2][CH2:3][N:4]([CH2:5][CH3:6])[CH2:7][c:8]1[cH:9][cH:10][n:11][cH:12][cH:13]1. Reactants: CCNC(C)=O, CN(C)C=O, Cc1coc(S(=O)Cc2ccccc2)n1, O. Product: CCN(C(C)=O)c1nc(C)co1. Reaction SMILES: [CH2:1]([CH3:2])[NH:3][C:4]([CH3:5])=[O:6].[CH3:23][N:24]([CH3:25])[CH:26]=[O:27].[CH3:7][c:8]1[n:9][c:10]([S:13]([CH2:14][c:15]2[cH:16][cH:17][cH:18][cH:19][cH:20]2)=[O:21])[o:11][cH:12]1.[OH2:22]>>[CH2:1]([CH3:2])[N:3]([C:4]([CH3:5])=[O:6])[c:10]1[n:9][c:8]([CH3:7])[cH:12][o:11]1. Procedure: 3.01 g of (+)-cis-2-(4-methoxyphenyl)-3-hydroxy-2,3-dihydro-1,5-benzothiazepin-4(5H)-one and 1.74 g of 3-(dimethylamino)propyl chloride hydrochloride are dissolved in 30 ml of acetone, and 3.04 g of potassium carbonate are added thereto. The mixture is refluxed overnight under stirring. After the reaction, the mixture is condensed under reduced pressure, and the residue is dissolved in ethyl acetate and water. The ethyl acetate layer is collected, dried and then evaporated to remove solvent. 3.3... Starting materials: COC1=CC=C(C=C1)[C@@H]1SC2=C(NC([C@@H]1O)=O)C=CC=C2 ((+)-cis-2-(4-methoxyphenyl)-3-hydroxy-2,3-dihydro-1,5-benzothiazepin-4(5H)-one), Cl.CN(CCCCl)C (3-(dimethylamino)propyl chloride hydrochloride), C([O-])([O-])=O.[K+].[K+] (potassium carbonate). As a reaction SMILES: [CH3:1][O:2][C:3]1[CH:8]=[CH:7][C:6]([C@H:9]2[C@@H:15]([OH:16])[C:14](=[O:17])[NH:13][C:12]3[CH:18]=[CH:19][CH:20]=[CH:21][C:11]=3[S:10]2)=[CH:5][CH:4]=1.Cl.[CH3:23][N:24]([CH3:29])[CH2:25][CH2:26][CH2:27]Cl.C(=O)([O-])[O-].[K+].[K+]>CC(C)=O.C(OCC)(=O)C.O>[CH3:1][O:2][C:3]1[CH:4]=[CH:5][C:6]([C@H:9]2[C@@H:15]([OH:16])[C:14](=[O:17])[N:13]([CH2:27][CH2:26][CH2:25][N:24]([CH3:29])[CH3:23])[C:12]3[CH:18]=[CH:19][CH:20]=[CH:21][C:11]=3[S:10]2)=[CH:7][CH:8]=1 |f:1.2,3.4.5|. Yield: 85.5%. Product: COC1=CC=C(C=C1)[C@@H]1SC2=C(N(C([C@@H]1O)=O)CCCN(C)C)C=CC=C2 ((+)-cis-2-(4-methoxyphenyl)-3-hydroxy-5-[3-(dimethylamino)-propyl]-2,3-dihydro-1,5-benzothiazepin-4(5H)-one). Run in C(C)(=O)OCC (ethyl acetate), CC(=O)C (acetone), O (water). Starting materials: COC1=CC=C(C=C1)C(CCCCC(=O)NO)C=1C(C2=CC=CC=C2C(C1C)=O)=O (6-(4-Methoxyphenyl)-6-(3-methyl-1,4-naphthoquinon-2-yl)hexanohydroxamic acid), N1=CC=CC=C1 (pyridine), C(C)(=O)OC(C)=O (acetic anhydride). The solvent is CCOCC (ether), C1CCOC1 (THF). Reaction conditions: time 2 hour. Yields the product C(C)(=O)ONC(CCCCC(C=1C(C2=CC=CC=C2C(C1C)=O)=O)C1=CC=C(C=C1)OC)=O (O-Acetyl-6-(4-methoxyphenyl)-6-(3-methyl-1,4-naphthoquinon-2-yl)hexanohydroxamic acid). Yield: 63.2%. Reaction SMILES: [CH3:1][O:2][C:3]1[CH:8]=[CH:7][C:6]([CH:9]([C:18]2[C:19](=[O:30])[C:20]3[C:25]([C:26](=[O:29])[C:27]=2[CH3:28])=[CH:24][CH:23]=[CH:22][CH:21]=3)[CH2:10][CH2:11][CH2:12][CH2:13][C:14]([NH:16][OH:17])=[O:15])=[CH:5][CH:4]=1.N1C=CC=CC=1.[C:37](OC(=O)C)(=[O:39])[CH3:38]>C1COCC1.CCOCC>[C:37]([O:17][NH:16][C:14](=[O:15])[CH2:13][CH2:12][CH2:11][CH2:10][CH:9]([C:6]1[CH:5]=[CH:4][C:3]([O:2][CH3:1])=[CH:8][CH:7]=1)[C:18]1[C:19](=[O:30])[C:20]2[C:25]([C:26](=[O:29])[C:27]=1[CH3:28])=[CH:24][CH:23]=[CH:22][CH:21]=2)(=[O:39])[CH3:38]. Reported procedure: 6-(4-Methoxyphenyl)-6-(3-methyl-1,4-naphthoquinon-2-yl)hexanohydroxamic acid (215 mg) and pyridine (125 mg) were dissolved in THF (1 ml) followed by addition of acetic anhydride (56 mg), and the mixture was stirred at room temperature for 2 hours. This reaction mixture was diluted with ether, washed serially with 1N HCl, saturated aqueous NaCl solution, and saturated aqueous NaHCO3 solution, dried, and concentrated under reduced pressure. The residue was applied to a silica gel column and develo... The reactants are COC(=O)C=1N(C(C2=CC=C(C=C2C1OS(=O)(=O)C(F)(F)F)Cl)=O)CC1=CC=CC=C1 (2-benzyl-6-chloro-1-oxo-4-trifluoromethanesulfonyloxy-1,2-dihydroisoquinoline-3-carboxylic acid methyl ester), C(=O)C=1C=C(C=CC1)B(O)O (3-formylphenylboronic acid), crystals. Yields the product COC(=O)C=1N(C(C2=CC=C(C=C2C1C1=CC(=CC=C1)C=O)Cl)=O)CC1=CC=CC=C1 (2-benzyl-6-chloro-4-(3-formylphenyl)-1-oxo-1,2-dihydroisoquinoline-3-carboxylic acid methyl ester). RXN SMILES: [CH3:1][O:2][C:3]([C:5]1[N:6]([CH2:25][C:26]2[CH:31]=[CH:30][CH:29]=[CH:28][CH:27]=2)[C:7](=[O:24])[C:8]2[C:13]([C:14]=1OS(C(F)(F)F)(=O)=O)=[CH:12][C:11]([Cl:23])=[CH:10][CH:9]=2)=[O:4].[CH:32]([C:34]1[CH:35]=[C:36](B(O)O)[CH:37]=[CH:38][CH:39]=1)=[O:33]>>[CH3:1][O:2][C:3]([C:5]1[N:6]([CH2:25][C:26]2[CH:31]=[CH:30][CH:29]=[CH:28][CH:27]=2)[C:7](=[O:24])[C:8]2[C:13]([C:14]=1[C:38]1[CH:37]=[CH:36][CH:35]=[C:34]([CH:32]=[O:33])[CH:39]=1)=[CH:12][C:11]([Cl:23])=[CH:10][CH:9]=2)=[O:4]. Procedure: The present compound was synthesized by a method similar to that in Example 272 and using 2-benzyl-6-chloro-1-oxo-4-trifluoromethanesulfonyloxy-1,2-dihydroisoquinoline-3-carboxylic acid methyl ester (300 mg) and 3-formylphenylboronic acid. Colorless crystals (140 mg). The reactants are C(C)(=O)N1CCN(CC1)C1=CC=C(C=C1)N1CCC(CC1)(C1=CC=CC=C1)OC (1-acetyl-4-[4-(4-methoxy-4-phenylpiperidin-1-yl)phenyl]piperazine), [OH-].[Na+] (NaOH). Run in C(C)O (ethyl alcohol). Product: COC1(CCN(CC1)C1=CC=C(C=C1)N1CCNCC1)C1=CC=CC=C1 (1-[4-(4-methoxy-4-phenylpiperidin-1-yl)phenyl]piperazine). The yield is 97.6%. Reaction SMILES: C([N:4]1[CH2:9][CH2:8][N:7]([C:10]2[CH:15]=[CH:14][C:13]([N:16]3[CH2:21][CH2:20][C:19]([O:28][CH3:29])([C:22]4[CH:27]=[CH:26][CH:25]=[CH:24][CH:23]=4)[CH2:18][CH2:17]3)=[CH:12][CH:11]=2)[CH2:6][CH2:5]1)(=O)C.[OH-].[Na+]>C(O)C>[CH3:29][O:28][C:19]1([C:22]2[CH:27]=[CH:26][CH:25]=[CH:24][CH:23]=2)[CH2:18][CH2:17][N:16]([C:13]2[CH:12]=[CH:11][C:10]([N:7]3[CH2:8][CH2:9][NH:4][CH2:5][CH2:6]3)=[CH:15][CH:14]=2)[CH2:21][CH2:20]1 |f:1.2|. Reported procedure: A mixture of 1-acetyl-4-[4-(4-methoxy-4-phenylpiperidin-1-yl)phenyl]piperazine (2.5 g) and 10% NaOH aq. (10.2 ml) in ethyl alcohol (50 ml) was refluxed for 23.5 hours. The reaction mixture was evaporated under reduced pressure. The residue was washed with water, and dried to give 1-[4-(4-methoxy-4-phenylpiperidin-1-yl)phenyl]piperazine (2.18 g).